This data is from the Open Reaction Database (ORD), a public repository of structured organic reaction records. The task is: describe an organic reaction: reactants, conditions, products, and yield The reactants are P(Cl)(Cl)Cl (Phosphorus trichloride), C(C1=CC=CC=C1)N1C(N2C(S(CC=C2)=O)=C(C1=O)C1=CC=CC=C1)=O (7-benzyl-1-oxo-9-phenyl-2H,6H-pyrimido[6,1-b]-[1,3]thiazine-6,8(7H)-dione), ice water. Solvent: CN(C)C=O (DMF). Conditions: temperature -10 celsius. Product: C(C1=CC=CC=C1)N1C(N2C(SCC=C2)=C(C1=O)C1=CC=CC=C1)=O (7-Benzyl-9-phenyl-2H,6H-pyrimido[6,1-b][1,3]thiazine-6,8(7H)-dione). Yield: 81.1%. Reaction SMILES: P(Cl)(Cl)Cl.[CH2:5]([N:12]1[C:22](=[O:23])[C:21]([C:24]2[CH:29]=[CH:28][CH:27]=[CH:26][CH:25]=2)=[C:15]2[S:16](=O)[CH2:17][CH:18]=[CH:19][N:14]2[C:13]1=[O:30])[C:6]1[CH:11]=[CH:10][CH:9]=[CH:8][CH:7]=1>CN(C=O)C>[CH2:5]([N:12]1[C:22](=[O:23])[C:21]([C:24]2[CH:29]=[CH:28][CH:27]=[CH:26][CH:25]=2)=[C:15]2[S:16][CH2:17][CH:18]=[CH:19][N:14]2[C:13]1=[O:30])[C:6]1[CH:11]=[CH:10][CH:9]=[CH:8][CH:7]=1. Reported procedure: Phosphorus trichloride (0.2 ml) was added dropwise to a solution of 7-benzyl-1-oxo-9-phenyl-2H,6H-pyrimido[6,1-b]-[1,3]thiazine-6,8(7H)-dione (0.4 g) in DMF (8 ml) under stirring at -10° C. The mixture was stirred at the same temperature for 30 minutes and the resulting solution was poured to ice-water to give crystals and the crystals were collected by filtration. The resulting crude crystals were washed and recrystalized from methylene chloride-methanol to give colorless needles (0.31 g, 81%). The reactants are COC(=O)c1ccc(-c2cc(Cl)c(CN3CCC(N4CCCCC4)C3=O)c(Cl)c2)cc1, CO, CCOC(C)=O, Cl, [Na+], [OH-]. Yields the product O=C(O)c1ccc(-c2cc(Cl)c(CN3CCC(N4CCCCC4)C3=O)c(Cl)c2)cc1. Reaction SMILES: [CH3:1][O:2][C:3](=[O:4])[c:5]1[cH:6][cH:7][c:8](-[c:11]2[cH:12][c:13]([Cl:31])[c:14]([CH2:18][N:19]3[C:20](=[O:30])[CH:21]([N:24]4[CH2:25][CH2:26][CH2:27][CH2:28][CH2:29]4)[CH2:22][CH2:23]3)[c:15]([Cl:17])[cH:16]2)[cH:9][cH:10]1.[CH3:35][OH:36].[CH3:37][CH2:38][O:39][C:40](=[O:41])[CH3:42].[ClH:34].[Na+:33].[OH-:32]>>[O:2]=[C:3]([OH:4])[c:5]1[cH:6][cH:7][c:8](-[c:11]2[cH:12][c:13]([Cl:31])[c:14]([CH2:18][N:19]3[C:20](=[O:30])[CH:21]([N:24]4[CH2:25][CH2:26][CH2:27][CH2:28][CH2:29]4)[CH2:22][CH2:23]3)[c:15]([Cl:17])[cH:16]2)[cH:9][cH:10]1. Starting materials: ice, COC=1C=C(C(=O)OC)C=CC1CC1=CNC2=CC=C(C=C12)[N+](=O)[O-] (methyl 3-methoxy-4-(5-nitroindol-3-ylmethyl)benzoate), BrCC1=NC2=CC(=CC=C2C=C1)Cl (2-bromomethyl-7-chloroquinoline), [H-].[Na+] (NaH). Solvent: CN(C)C=O (DMF). Run at temperature 0 celsius, time 1 hour. The product is COC=1C=C(C(=O)OC)C=CC1CC1=CN(C2=CC=C(C=C12)[N+](=O)[O-])CC1=NC2=CC(=CC=C2C=C1)Cl (Methyl 3-methoxy-4-(5-nitro-1-(7-chloroquinolin-2-ylmethyl)indol-3-yl)methylbenzoate). Yield: 68.5%. RXN SMILES: [CH3:1][O:2][C:3]1[CH:4]=[C:5]([CH:10]=[CH:11][C:12]=1[CH2:13][C:14]1[C:22]2[C:17](=[CH:18][CH:19]=[C:20]([N+:23]([O-:25])=[O:24])[CH:21]=2)[NH:16][CH:15]=1)[C:6]([O:8][CH3:9])=[O:7].Br[CH2:27][C:28]1[CH:37]=[CH:36][C:35]2[C:30](=[CH:31][C:32]([Cl:38])=[CH:33][CH:34]=2)[N:29]=1.[H-].[Na+]>CN(C=O)C>[CH3:1][O:2][C:3]1[CH:4]=[C:5]([CH:10]=[CH:11][C:12]=1[CH2:13][C:14]1[C:22]2[C:17](=[CH:18][CH:19]=[C:20]([N+:23]([O-:25])=[O:24])[CH:21]=2)[N:16]([CH2:27][C:28]2[CH:37]=[CH:36][C:35]3[C:30](=[CH:31][C:32]([Cl:38])=[CH:33][CH:34]=3)[N:29]=2)[CH:15]=1)[C:6]([O:8][CH3:9])=[O:7] |f:2.3|. Reported procedure: To a mixture of the methyl 3-methoxy-4-(5-nitroindol-3-ylmethyl)benzoate (312 mg, 0.92 mmol) (J. Med. Chem. 1990, 33, 1781-1790) and 2-bromomethyl-7-chloroquinoline (225 mg, 0.88 mmol) in DMF (3 ml) at 0° C. was added 50% NaH (48 mg, 1.04 mmol). After stirring at 0° C. for 1 hr, ice was added to the reaction mixture. When the ice had melted the resultant solid was filtered, dried and swished with Et2O to afford the title compound (311 mg). Reactants: C1(=CC=CC=C1)C (toluene), C([O-])([O-])=O.[Na+].[Na+] (sodium carbonate), C(C)(=O)C1=C(OCC(CCC=2C=NC=CC2)O)C=CC(=C1)Br ((±)-1-(2-acetyl-4-bromophenoxy)-4-(3-pyridyl)-2-butanol), C1(=CC=CC=C1)B(O)O (benzeneboronic acid). Reagents/catalysts: C=1C=CC(=CC1)[P](C=2C=CC=CC2)(C=3C=CC=CC3)[Pd]([P](C=4C=CC=CC4)(C=5C=CC=CC5)C=6C=CC=CC6)([P](C=7C=CC=CC7)(C=8C=CC=CC8)C=9C=CC=CC9)[P](C=1C=CC=CC1)(C=1C=CC=CC1)C=1C=CC=CC1 (tetrakis(triphenylphosphine)palladium(0)). Solvent: C(C)O (ethanol). The product is C(C)(=O)C=1C=C(C=CC1OCC(CCC=1C=NC=CC1)O)C1=CC=CC=C1 ((±)-1-(3-Acetylbiphenyl-4-yloxy)-4-(3-pyridyl)-2-butanol). Reaction SMILES: [C:1]1(C)[CH:6]=[CH:5][CH:4]=[CH:3][CH:2]=1.[C:8]([C:11]1[CH:28]=[C:27](Br)[CH:26]=[CH:25][C:12]=1[O:13][CH2:14][CH:15]([OH:24])[CH2:16][CH2:17][C:18]1[CH:19]=[N:20][CH:21]=[CH:22][CH:23]=1)(=[O:10])[CH3:9].C1(B(O)O)C=CC=CC=1.C(=O)([O-])[O-].[Na+].[Na+]>C1C=CC([P]([Pd]([P](C2C=CC=CC=2)(C2C=CC=CC=2)C2C=CC=CC=2)([P](C2C=CC=CC=2)(C2C=CC=CC=2)C2C=CC=CC=2)[P](C2C=CC=CC=2)(C2C=CC=CC=2)C2C=CC=CC=2)(C2C=CC=CC=2)C2C=CC=CC=2)=CC=1.C(O)C>[C:8]([C:11]1[CH:28]=[C:27]([C:1]2[CH:6]=[CH:5][CH:4]=[CH:3][CH:2]=2)[CH:26]=[CH:25][C:12]=1[O:13][CH2:14][CH:15]([OH:24])[CH2:16][CH2:17][C:18]1[CH:19]=[N:20][CH:21]=[CH:22][CH:23]=1)(=[O:10])[CH3:9] |f:3.4.5,^1:48,50,69,88|. Procedure details: Prepared according to the method described in Example 33a) from toluene (7.5 ml), (±)-1-(2-acetyl-4-bromophenoxy)-4-(3-pyridyl)-2-butanol (0.134 g), benzeneboronic acid (0.07 g), aqueous sodium carbonate (2 M, 1 ml), ethanol (2.5 ml) and tetrakis(triphenylphosphine)palladium(0) (0.02 g) with heating at reflux for 3 hours. After work up the residue was purified by column chromatography over silica eluting with ethanol:dichloromethane (5:95) to give the title compound as an oil (0.070 g).